Dataset: the Open Reaction Database (ORD), a public repository of structured organic reaction records. Task: describe an organic reaction: reactants, conditions, products, and yield Starting materials: C, CC(C)O, CC(=O)O, O=C[O-], CC(C)(C)OC(=O)c1ccc(-c2ccccc2OC(F)F)cc1[N+](=O)[O-], [Na+], O, [Pd]. Yields the product CC(C)(C)OC(=O)c1ccc(-c2ccccc2OC(F)F)cc1N. RXN SMILES: [C:36].[CH3:38][CH:39]([OH:40])[CH3:41].[CH3:6][C:7](=[O:8])[OH:9].[CH:2]([O-:3])=[O:4].[F:10][CH:11]([O:12][c:13]1[c:14](-[c:19]2[cH:20][c:21]([N+:32]([O-:33])=[O:34])[c:22]([C:23](=[O:24])[O:25][C:26]([CH3:27])([CH3:28])[CH3:29])[cH:30][cH:31]2)[cH:15][cH:16][cH:17][cH:18]1)[F:35].[Na+:5].[OH2:1].[Pd:37]>>[F:10][CH:11]([O:12][c:13]1[c:14](-[c:19]2[cH:20][c:21]([NH2:32])[c:22]([C:23](=[O:24])[O:25][C:26]([CH3:27])([CH3:28])[CH3:29])[cH:30][cH:31]2)[cH:15][cH:16][cH:17][cH:18]1)[F:35].